This data is from the Open Reaction Database (ORD), a public repository of structured organic reaction records. The task is: describe an organic reaction: reactants, conditions, products, and yield The product is C(C)(=O)C1=C(C=C(OCCCCC(C(=O)OC)(C)C)C=C1)O (Methyl 6-(4-acetyl-3-hydroxyphenoxy)-2,2-dimethylhexanoate). Reported procedure: Following the procedure of Example 44, 2.5 g. of methyl 6-bromo-2,2-dimethylhexanoate, 1.46 g. of potassium carbonate, a catalytic amount of potassium iodide, and 1.67 g. of 2,4-dihydroxyacetophenone were reacted in 125 ml. of acetone giving 2.3 g. of the title product as an oil. M+ =308; NMR. As a reaction SMILES: Br[CH2:2][CH2:3][CH2:4][CH2:5][C:6]([CH3:12])([CH3:11])[C:7]([O:9][CH3:10])=[O:8].C(=O)([O-])[O-].[K+].[K+].[I-].[K+].[CH3:21][C:22]([C:24]1[CH:25]=[CH:26][C:27]([OH:31])=[CH:28][C:29]=1[OH:30])=[O:23]>CC(C)=O>[C:22]([C:24]1[CH:25]=[CH:26][C:27]([O:31][CH2:2][CH2:3][CH2:4][CH2:5][C:6]([CH3:12])([CH3:11])[C:7]([O:9][CH3:10])=[O:8])=[CH:28][C:29]=1[OH:30])(=[O:23])[CH3:21] |f:1.2.3,4.5|. The solvent is CC(=O)C (acetone). Reactants: BrCCCCC(C(=O)OC)(C)C (methyl 6-bromo-2,2-dimethylhexanoate), CC(=O)C=1C=CC(=CC1O)O (2,4-dihydroxyacetophenone), C([O-])([O-])=O.[K+].[K+] (potassium carbonate), [I-].[K+] (potassium iodide). Starting materials: Cc1ccccc1, CN(C)c1ccncc1, CC(O)C1CC1, O=C(Cl)Cl, Cl, N#Cc1c(-c2ccc(N)cc2)n(C2CCC2)c2cc(OCCCl)ccc12. Yields the product CC(OC(=O)Nc1ccc(-c2c(C#N)c3ccc(OCCCl)cc3n2C2CCC2)cc1)C1CC1. RXN SMILES: [CH3:27][c:28]1[cH:29][cH:30][cH:31][cH:32][cH:33]1.[CH3:44][N:45]([c:46]1[cH:47][cH:48][n:49][cH:50][cH:51]1)[CH3:52].[CH:34]1([CH:37]([CH3:38])[OH:39])[CH2:35][CH2:36]1.[Cl:40][C:41]([Cl:42])=[O:43].[ClH:53].[NH2:1][c:2]1[cH:3][cH:4][c:5](-[c:8]2[n:9]([CH:23]3[CH2:24][CH2:25][CH2:26]3)[c:10]3[cH:11][c:12]([O:19][CH2:20][CH2:21][Cl:22])[cH:13][cH:14][c:15]3[c:16]2[C:17]#[N:18])[cH:6][cH:7]1>>[NH:1]([c:2]1[cH:3][cH:4][c:5](-[c:8]2[n:9]([CH:23]3[CH2:24][CH2:25][CH2:26]3)[c:10]3[cH:11][c:12]([O:19][CH2:20][CH2:21][Cl:22])[cH:13][cH:14][c:15]3[c:16]2[C:17]#[N:18])[cH:6][cH:7]1)[C:41]([O:39][CH:37]([CH:34]1[CH2:35][CH2:36]1)[CH3:38])=[O:43]. The solvent is ClCCl (dichloromethane), FC(C(=O)O)(F)F (trifluoroacetic acid). Isolated yield 111.1%. Procedure details: A solution of (2-{3-chloro-5-[cyclopentyl-(3-morpholin-4-yl-propyl)-carbamoyl]-phenoxy}-ethyl)-pyridin-4-yl-carbamic acid tert-butyl ester trifluoroacetate (0.060 g) in a mixture of dichloromethane (1 ml) and trifluoroacetic acid (1 ml) was stored at room temperature for 2 h and then concentrated under reduced pressure. The residue was subjected to preparative hplc and the title compound (0.034 g) was obtained as a colourless gum by concentration of the required fraction under reduced pressure a... Product: FC(C(=O)O)(F)F.FC(C(=O)O)(F)F.ClC=1C=C(C(=O)N(CCCN2CCOCC2)C2CCCC2)C=C(C1)OCCNC1=CC=NC=C1 (3-Chloro-N-cyclopentyl-N-(3-morpholin-4-yl-propyl)-5-[2-(pyridin-4-ylamino)-ethoxy]-benzamide bis(trifluoroacetate)). Conditions: time 2 hour. Starting materials: FC(C(=O)O)(F)F.C(C)(C)(C)OC(N(C1=CC=NC=C1)CCOC1=CC(=CC(=C1)C(N(CCCN1CCOCC1)C1CCCC1)=O)Cl)=O ((2-{3-chloro-5-[cyclopentyl-(3-morpholin-4-yl-propyl)-carbamoyl]-phenoxy}-ethyl)-pyridin-4-yl-carbamic acid tert-butyl ester trifluoroacetate). RXN SMILES: [F:1][C:2]([F:7])([F:6])[C:3]([OH:5])=[O:4].C(OC(=O)[N:14]([CH2:21][CH2:22][O:23][C:24]1[CH:29]=[C:28]([C:30](=[O:46])[N:31]([CH:41]2[CH2:45][CH2:44][CH2:43][CH2:42]2)[CH2:32][CH2:33][CH2:34][N:35]2[CH2:40][CH2:39][O:38][CH2:37][CH2:36]2)[CH:27]=[C:26]([Cl:47])[CH:25]=1)[C:15]1[CH:20]=[CH:19][N:18]=[CH:17][CH:16]=1)(C)(C)C>ClCCl.FC(F)(F)C(O)=O>[F:1][C:2]([F:7])([F:6])[C:3]([OH:5])=[O:4].[F:1][C:2]([F:7])([F:6])[C:3]([OH:5])=[O:4].[Cl:47][C:26]1[CH:27]=[C:28]([CH:29]=[C:24]([O:23][CH2:22][CH2:21][NH:14][C:15]2[CH:16]=[CH:17][N:18]=[CH:19][CH:20]=2)[CH:25]=1)[C:30]([N:31]([CH:41]1[CH2:42][CH2:43][CH2:44][CH2:45]1)[CH2:32][CH2:33][CH2:34][N:35]1[CH2:40][CH2:39][O:38][CH2:37][CH2:36]1)=[O:46] |f:0.1,4.5.6|. The reactants are NC(CCC1=CC=CC=C1)C(=O)O (DL-homophenylalanine), [H-].[H-].[H-].[H-].[Li+].[Al+3] (LiAlH4). The product is NC(CO)CCC1=CC=CC=C1 ((RS)-2-amino-4-phenyl-butan-1-ol). Isolated yield 78.1%. RXN SMILES: [NH2:1][CH:2]([C:11](O)=[O:12])[CH2:3][CH2:4][C:5]1[CH:10]=[CH:9][CH:8]=[CH:7][CH:6]=1.[H-].[H-].[H-].[H-].[Li+].[Al+3]>>[NH2:1][CH:2]([CH2:3][CH2:4][C:5]1[CH:10]=[CH:9][CH:8]=[CH:7][CH:6]=1)[CH2:11][OH:12] |f:1.2.3.4.5.6|. Procedure: Following the general procedure of example 40b, DL-homophenylalanine (5.0 g, 27.9 mmol) was reduced with LiAlH4 to give (RS)-2-amino-4-phenyl-butan-1-ol (3.6 g, 78%, MS: m/e=166 (M+H+)) as a light yellow solid. The reactants are CC(=O)c1ccc(OCCCOc2c(Cl)cc(OCC=C(Cl)Cl)cc2Cl)nc1, CCON, Cl, Cl, c1ccncc1. Product: CCON=C(C)c1ccc(OCCCOc2c(Cl)cc(OCC=C(Cl)Cl)cc2Cl)nc1. As a reaction SMILES: [C:1]([CH3:2])(=[O:3])[c:4]1[cH:5][cH:6][c:7]([O:10][CH2:11][CH2:12][CH2:13][O:14][c:15]2[c:16]([Cl:28])[cH:17][c:18]([O:22][CH2:23][CH:24]=[C:25]([Cl:26])[Cl:27])[cH:19][c:20]2[Cl:21])[n:8][cH:9]1.[CH2:30]([CH3:31])[O:32][NH2:33].[ClH:29].[ClH:34].[cH:35]1[cH:36][cH:37][n:38][cH:39][cH:40]1>>[C:1]([CH3:2])([c:4]1[cH:5][cH:6][c:7]([O:10][CH2:11][CH2:12][CH2:13][O:14][c:15]2[c:16]([Cl:28])[cH:17][c:18]([O:22][CH2:23][CH:24]=[C:25]([Cl:26])[Cl:27])[cH:19][c:20]2[Cl:21])[n:8][cH:9]1)=[N:33][O:32][CH2:30][CH3:31]. Starting materials: C1(CCCC1)C1(OC(CC(C1)=O)=O)CCC1=CC(=C(C(=O)OC)C=C1)F (Methyl 4-[2-(2-cyclopentyl-4,6-dioxotetrahydro-2H-pyran-2-yl)ethyl]-2-fluorobenzoate), [OH-].[Na+] (NaOH). Run in Cl (HCl). Reaction conditions: time 4 hour. Yields the product C1(CCCC1)C1(OC(CC(C1)=O)=O)CCC1=CC(=C(C(=O)O)C=C1)F (4-[2-(2-Cyclopentyl-4,6-dioxotetrahydro-2H-pyran-2-yl)ethyl]-2-fluorobenzoic acid). Yield: 41.6%. Reaction SMILES: [CH:1]1([C:6]2([CH2:14][CH2:15][C:16]3[CH:25]=[CH:24][C:19]([C:20]([O:22]C)=[O:21])=[C:18]([F:26])[CH:17]=3)[CH2:11][C:10](=[O:12])[CH2:9][C:8](=[O:13])[O:7]2)[CH2:5][CH2:4][CH2:3][CH2:2]1.[OH-].[Na+]>Cl>[CH:1]1([C:6]2([CH2:14][CH2:15][C:16]3[CH:25]=[CH:24][C:19]([C:20]([OH:22])=[O:21])=[C:18]([F:26])[CH:17]=3)[CH2:11][C:10](=[O:12])[CH2:9][C:8](=[O:13])[O:7]2)[CH2:5][CH2:4][CH2:3][CH2:2]1 |f:1.2|. Procedure: Methyl 4-[2-(2-cyclopentyl-4,6-dioxotetrahydro-2H-pyran-2-yl)ethyl]-2-fluorobenzoate (example B(5)) (300 mg) was treated with 4N NaOH (10 ml) and stirred for 4 hrs at room temperature. The mixture was then acidified with 1N HCl (20 ml) and the product was extracted with ethyl acetate (2×20 ml). The combined organic layers were dried over magnesium sulfate and concentrated to a solid. The solid was recrystallised from diethyl ether to afford the title compound as a white solid (120 mg). 1H NMR (3... The reactants are CCOC(=O)CBr, C[SiH](C)OC1(CO)CC(C(C)(C)C)CN1C(=O)OC(C)(C)C, CCCCCC, CCOC(C)=O, [Li]CCCC, C1CCOC1, O. The product is CCOC(=O)COCC1(O[SiH](C)C)CC(C(C)(C)C)CN1C(=O)OC(C)(C)C. As a reaction SMILES: [Br:28][CH2:29][C:30](=[O:31])[O:32][CH2:33][CH3:34].[C:1]([CH3:2])([CH3:3])([CH3:4])[O:5][C:6](=[O:7])[N:8]1[C:9]([CH2:17][OH:18])([O:19][SiH:20]([CH3:21])[CH3:22])[CH2:10][CH:11]([C:13]([CH3:14])([CH3:15])[CH3:16])[CH2:12]1.[CH3:41][CH2:42][CH2:43][CH2:44][CH2:45][CH3:46].[CH3:47][CH2:48][O:49][C:50](=[O:51])[CH3:52].[Li:23][CH2:24][CH2:25][CH2:26][CH3:27].[O:36]1[CH2:37][CH2:38][CH2:39][CH2:40]1.[OH2:35]>>[C:1]([CH3:2])([CH3:3])([CH3:4])[O:5][C:6](=[O:7])[N:8]1[C:9]([CH2:17][O:18][CH2:29][C:30](=[O:31])[O:32][CH2:33][CH3:34])([O:19][SiH:20]([CH3:21])[CH3:22])[CH2:10][CH:11]([C:13]([CH3:14])([CH3:15])[CH3:16])[CH2:12]1. Starting materials: C(C1=CC=CC=C1)(=O)N1CCC(CC1)CCl (N-benzoyl-4chloromethylpiperidine), C[O-] (methanolate), CO (methanol), C1(=CC=CC=C1)O (phenol). Run in C(C)OCC (diethyl ether). Conditions: time 12 hour. Yields the product C(C1=CC=CC=C1)(=O)N1CCC(CC1)COC1=CC=CC=C1 (N-benzoyl-4-phenoxymethylpiperidine). Isolated yield 51.9%. As a reaction SMILES: C[O-].CO.[C:5]1([OH:11])[CH:10]=[CH:9][CH:8]=[CH:7][CH:6]=1.[C:12]([N:20]1[CH2:25][CH2:24][CH:23]([CH2:26]Cl)[CH2:22][CH2:21]1)(=[O:19])[C:13]1[CH:18]=[CH:17][CH:16]=[CH:15][CH:14]=1>C(OCC)C>[C:12]([N:20]1[CH2:25][CH2:24][CH:23]([CH2:26][O:11][C:5]2[CH:10]=[CH:9][CH:8]=[CH:7][CH:6]=2)[CH2:22][CH2:21]1)(=[O:19])[C:13]1[CH:18]=[CH:17][CH:16]=[CH:15][CH:14]=1. Procedure: To a mixture of 28 ml of 30% sdium methanolate solution and 50 ml of methanol are added 14.1 g (0.15 mole) of phenol. The reaction mixture is evaporated in a vacuum and the residue is taken up in 120 ml of N,N-dimethyl formamide, 35.5 g (0.15 mole) of N-benzoyl-4chloromethylpiperidine are added thereto and the reaction mixture is stirred for 12 hours at 60°-70° C. After cooling, the reaction mixture is mixed with diethyl ether, washed with water and dilute aqueous sodium hydroxide solution, drie... Reactants: N1C[C@H](CCC1)CC(=O)OC(C)(C)C ((R)-tert-Butyl 2-(piperidin-3-yl)acetate), Cl.O1CCOCC1 (HCl dioxane), BrCC(O)C1=CC=C(C=C1)C1=NOC(=N1)C1=NOC(=C1CCC)C1=CC=CC=C1 (2-bromo-1-(4-(5-(5-phenyl-4-propylisoxazol-3-yl)-1,2,4-oxadiazol-3-yl)phenyl)ethanol), 1C, [OH-].C(CCC)[N+](CCCC)(CCCC)CCCC (tetrabutylammonium hydroxide). Run at temperature 80 celsius, time 15 minute. The product is OC(CN1C[C@H](CCC1)CC(=O)O)C1=CC=C(C=C1)C1=NOC(=N1)C1=NOC(=C1CCC)C1=CC=CC=C1 (2-((3R)-1-(2-hydroxy-2-(4-(5-(5-phenyl-4-propylisoxazol-3-yl)-1,2,4-oxadiazol-3-yl)phenyl)ethyl)piperidin-3-yl)acetic acid). Reaction SMILES: [NH:1]1[CH2:6][CH2:5][CH2:4][C@H:3]([CH2:7][C:8]([O:10]C(C)(C)C)=[O:9])[CH2:2]1.Cl.O1CCOCC1.[OH-].C([N+](CCCC)(CCCC)CCCC)CCC.Br[CH2:41][CH:42]([C:44]1[CH:49]=[CH:48][C:47]([C:50]2[N:54]=[C:53]([C:55]3[C:59]([CH2:60][CH2:61][CH3:62])=[C:58]([C:63]4[CH:68]=[CH:67][CH:66]=[CH:65][CH:64]=4)[O:57][N:56]=3)[O:52][N:51]=2)=[CH:46][CH:45]=1)[OH:43]>>[OH:43][CH:42]([C:44]1[CH:49]=[CH:48][C:47]([C:50]2[N:54]=[C:53]([C:55]3[C:59]([CH2:60][CH2:61][CH3:62])=[C:58]([C:63]4[CH:64]=[CH:65][CH:66]=[CH:67][CH:68]=4)[O:57][N:56]=3)[O:52][N:51]=2)=[CH:46][CH:45]=1)[CH2:41][N:1]1[CH2:6][CH2:5][CH2:4][C@H:3]([CH2:7][C:8]([OH:10])=[O:9])[CH2:2]1 |f:1.2,3.4|. Reported procedure: (R)-tert-Butyl 2-(piperidin-3-yl)acetate (66 mg, 0.331 mmol) was treated with 4N HCl/dioxane for 30 minutes. The reaction mixture was concentrated in vacuo and dried. The solid material was dissolved in DMSO (2 mL) and tetrabutylammonium hydroxide (0.352 mL, 0.352 mmol) was added. After stirring 15 minutes, 2-bromo-1-(4-(5-(5-phenyl-4-propylisoxazol-3-yl)-1,2,4-oxadiazol-3-yl)phenyl)ethanol, Preparation 1C (40 mg, 0.088 mmol) was added. The reaction mixture was heated at 80° C. for 2 hours, and ...